This data is from the Open Reaction Database (ORD), a public repository of structured organic reaction records. The task is: describe an organic reaction: reactants, conditions, products, and yield Reaction SMILES: [C:1]([N:8]1[CH2:13][CH2:12][NH:11][CH2:10][CH2:9]1)([O:3][C:4]([CH3:7])([CH3:6])[CH3:5])=[O:2].[CH2:14]([S:17](Cl)(=[O:19])=[O:18])[CH2:15][CH3:16]>>[C:4]([O:3][C:1]([N:8]1[CH2:9][CH2:10][N:11]([S:17]([CH2:14][CH2:15][CH3:16])(=[O:19])=[O:18])[CH2:12][CH2:13]1)=[O:2])([CH3:7])([CH3:6])[CH3:5]. Procedure details: This compound was prepared using a method analogous to that of Example 41, step 41.1, 1-Boc-piperazine replacing piperazine-1-carboxylic acid benzyl ester and 1-propanesulfonyl chloride replacing benzoyl chloride. The reactants are C(=O)(OC(C)(C)C)N1CCNCC1 (1-Boc-piperazine), C(CC)S(=O)(=O)Cl (1-propanesulfonyl chloride). Yields the product C(C)(C)(C)OC(=O)N1CCN(CC1)S(=O)(=O)CCC (4-(propane-1-sulfonyl)-piperazine-1-carboxylic acid tert-butyl ester). The reactants are [OH-].[Na+] (NaOH), CN(C1(CC(C(CC1)=O)C=1SC=CC1)C1=CC=CC=C1)C ((±)-4-dimethylamino-4-phenyl-2-thiophenylcyclohexanone), C=1C=CC2=C(C1)C(=CN2)CCO (tryptophol), C[Si](C)(C)OS(=O)(=O)C(F)(F)F (trifluoromethane sulphonic acid trimethylsilyl ester). Run in ClCCl (dichloromethane). Conditions: time 20 hour. Product: CN(C1(CC(C2(OCCC3=C2NC2=CC=CC=C32)CC1)SC1=CC=CC=C1)C1=CC=CC=C1)C (N,N-dimethyl-4-phenyl-2-(phenylthio)-4′,9′-dihydro-3′H-spiro[cyclohexan-1,1′-pyrano[3,4-b]indole]-4-amine). RXN SMILES: [CH3:1][N:2]([CH3:21])[C:3]1([C:15]2[CH:20]=[CH:19][CH:18]=[CH:17][CH:16]=2)[CH2:8][CH2:7][C:6](=[O:9])[CH:5](C2SC=CC=2)[CH2:4]1.[CH:22]1[CH:23]=[CH:24][C:25]2[NH:30][CH:29]=[C:28]([CH2:31][CH2:32]O)[C:26]=2[CH:27]=1.C[Si](O[S:39]([C:42](F)(F)F)(=O)=O)(C)C.[OH-].[Na+]>ClCCl>[CH3:1][N:2]([CH3:21])[C:3]1([C:15]2[CH:16]=[CH:17][CH:18]=[CH:19][CH:20]=2)[CH2:8][CH2:7][C:6]2([C:29]3[NH:30][C:25]4[C:26]([C:28]=3[CH2:31][CH2:32][O:9]2)=[CH:27][CH:22]=[CH:23][CH:24]=4)[CH:5]([S:39][C:42]2[CH:7]=[CH:8][CH:3]=[CH:4][CH:5]=2)[CH2:4]1 |f:3.4|. Reported procedure: A mixture of (±)-4-dimethylamino-4-phenyl-2-thiophenylcyclohexanone (300 mg, 0.92 mmol) together with tryptophol (148 mg, 0.92 mmol) was dissolved in dichloromethane (50 ml) and mixed with trifluoromethane sulphonic acid trimethylsilyl ester (0.2 ml, 1.1 mmol). The batch was stirred for 20 h at RT. For work up the reaction mixture was mixed with 2N NaOH (10 ml) and stirred for 2 h. The organic phase was separated and the aqueous phase extracted with dichloromethane (4×20 ml). The combined organi... The reactants are O=C([O-])[O-], CC(C)=O, ClCc1ccc2ccccc2n1, Cl, [Cs+], [Cs+], CN1CC(c2cccc(O)c2)OC1=O. Product: CN1CC(c2cccc(OCc3ccc4ccccc4n3)c2)OC1=O. As a reaction SMILES: [C:28](=[O:29])([O-:30])[O-:31].[CH3:34][C:35](=[O:36])[CH3:37].[Cl:16][CH2:17][c:18]1[n:19][c:20]2[cH:21][cH:22][cH:23][cH:24][c:25]2[cH:26][cH:27]1.[ClH:15].[Cs+:32].[Cs+:33].[OH:1][c:2]1[cH:3][c:4]([CH:8]2[CH2:9][N:10]([CH3:14])[C:11](=[O:13])[O:12]2)[cH:5][cH:6][cH:7]1>>[O:1]([c:2]1[cH:3][c:4]([CH:8]2[CH2:9][N:10]([CH3:14])[C:11](=[O:13])[O:12]2)[cH:5][cH:6][cH:7]1)[CH2:17][c:18]1[n:19][c:20]2[cH:21][cH:22][cH:23][cH:24][c:25]2[cH:26][cH:27]1. Starting materials: ClC1=NC(=C2NC=NC2=N1)NC1=CC(=CC=C1)Cl (2-chloro-6-(3-chloro-phenyl-amino)-purine), C([O-])([O-])=O.[K+].[K+] (potassium carbonate), C(C)I (ethyl iodide). Solvent: CN(C)C=O (DMF). Run at time 2 hour. Product: ClC1=NC(=C2N=CN(C2=N1)CC)NC1=CC(=CC=C1)Cl (2-Chloro-6-(3-chloro-phenyl-amino)-9-ethyl-9H-purine). Reaction SMILES: [Cl:1][C:2]1[N:10]=[C:9]2[C:5]([NH:6][CH:7]=[N:8]2)=[C:4]([NH:11][C:12]2[CH:17]=[CH:16][CH:15]=[C:14]([Cl:18])[CH:13]=2)[N:3]=1.C(=O)([O-])[O-].[K+].[K+].[CH2:25](I)[CH3:26]>CN(C=O)C>[Cl:1][C:2]1[N:10]=[C:9]2[C:5]([N:6]=[CH:7][N:8]2[CH2:25][CH3:26])=[C:4]([NH:11][C:12]2[CH:17]=[CH:16][CH:15]=[C:14]([Cl:18])[CH:13]=2)[N:3]=1 |f:1.2.3|. Procedure: 676 mg (2.413 mmol) of 2-chloro-6-(3-chloro-phenyl-amino)-purine are dissolved in 10 ml of abs. DMF by means of gentle heating. 375 mg (2.713 mmol) of potassium carbonate, followed by 0.97 ml (12.01 mmol) of ethyl iodide are added at room temperature. The reaction mixture is stirred at room temperature for 2 hours. When the reaction is complete, the reaction mixture is poured onto ice/water (60 ml) and stirred for 10 minutes. The inhomogeneous mixture is extracted three times with ethyl acetate.... Reactants: [Al+3], COC(=O)CCSc1cnc(Nc2nc(C3CCN(C(C)=O)CC3)cs2)c(Oc2ccccc2)c1, C1CCOC1, [H-], [H-], [H-], [H-], [Li+]. Product: CC(=O)N1CCC(c2csc(Nc3ncc(SCCCO)cc3Oc3ccccc3)n2)CC1. RXN SMILES: [Al+3:37].[C:1]([CH3:2])(=[O:3])[N:4]1[CH2:5][CH2:6][CH:7]([c:10]2[n:11][c:12]([NH:15][c:16]3[c:17]([O:29][c:30]4[cH:31][cH:32][cH:33][cH:34][cH:35]4)[cH:18][c:19]([S:22][CH2:23][CH2:24][C:25](=[O:26])[O:27][CH3:28])[cH:20][n:21]3)[s:13][cH:14]2)[CH2:8][CH2:9]1.[CH2:42]1[O:43][CH2:44][CH2:45][CH2:46]1.[H-:36].[H-:39].[H-:40].[H-:41].[Li+:38]>>[C:1]([CH3:2])(=[O:3])[N:4]1[CH2:5][CH2:6][CH:7]([c:10]2[n:11][c:12]([NH:15][c:16]3[c:17]([O:29][c:30]4[cH:31][cH:32][cH:33][cH:34][cH:35]4)[cH:18][c:19]([S:22][CH2:23][CH2:24][CH2:25][OH:26])[cH:20][n:21]3)[s:13][cH:14]2)[CH2:8][CH2:9]1.